Dataset: the Open Reaction Database (ORD), a public repository of structured organic reaction records. Task: describe an organic reaction: reactants, conditions, products, and yield Reaction SMILES: [CH3:1][CH:2]([CH3:3])[OH:4].[Cl:6][c:7]1[n:8][c:9]([NH:17][c:18]2[cH:19][c:20]([O:30][CH3:31])[c:21](-[n:24]3[cH:25][n:26][c:27]([CH3:29])[cH:28]3)[cH:22][cH:23]2)[n:10][c:11]([O:13][CH:14]([CH3:15])[CH3:16])[n:12]1.[Na:5].[OH2:32]>>[CH3:1][CH:2]([CH3:3])[O:4][c:7]1[n:8][c:9]([NH:17][c:18]2[cH:19][c:20]([O:30][CH3:31])[c:21](-[n:24]3[cH:25][n:26][c:27]([CH3:29])[cH:28]3)[cH:22][cH:23]2)[n:10][c:11]([O:13][CH:14]([CH3:15])[CH3:16])[n:12]1. The reactants are CC(C)O, COc1cc(Nc2nc(Cl)nc(OC(C)C)n2)ccc1-n1cnc(C)c1, [Na], O. The product is COc1cc(Nc2nc(OC(C)C)nc(OC(C)C)n2)ccc1-n1cnc(C)c1. Starting materials: IC (iodomethane), C(CCCCCCCC)C1=CC=C(C=C1)O (p-nonylphenol), [OH-].[K+] (KOH). The reagents and catalysts are [Br-].C(CCC)[N+](CCCC)(CCCC)CCCC (tetra-n-butylammonium bromide). The solvent is C(Cl)Cl (methylene chloride), O (water). Run at temperature 40 celsius, time 1 hour. The product is C(CCCCCCCC)C1=CC=C(C=C1)OC (p-nonylanisole). The yield is 84.0%. RXN SMILES: [CH2:1]([C:10]1[CH:15]=[CH:14][C:13]([OH:16])=[CH:12][CH:11]=1)[CH2:2][CH2:3][CH2:4][CH2:5][CH2:6][CH2:7][CH2:8][CH3:9].[OH-].[K+].I[CH3:20]>C(Cl)Cl.O.[Br-].C([N+](CCCC)(CCCC)CCCC)CCC>[CH2:1]([C:10]1[CH:11]=[CH:12][C:13]([O:16][CH3:20])=[CH:14][CH:15]=1)[CH2:2][CH2:3][CH2:4][CH2:5][CH2:6][CH2:7][CH2:8][CH3:9] |f:1.2,6.7|. Procedure details: A solution of p-nonylphenol, 35 g, in 125 mL methylene chloride was mixed with a solution of 44.5 g KOH in 125 mL water. To this mixture was added 45 g iodomethane and 5.0 g tetra-n-butylammonium bromide. The whole mixture was vigorously stirred at 40° C. for one hour. After cooling to room temperature, the phases were separated and the aqueous phase extracted with 50 mL methylene chloride. The combined methylene chloride layers were concentrated to an oil which was taken up in 200 mL of petrole... Starting materials: COC(=O)c1ccc(OC)c(-c2ccccc2)c1, CO, [Na+], [OH-]. The product is COc1ccc(C(=O)O)cc1-c1ccccc1. Reaction SMILES: [CH3:1][O:2][c:3]1[cH:4][cH:5][c:6]([C:15](=[O:16])[O:17][CH3:18])[cH:7][c:8]1-[c:9]1[cH:10][cH:11][cH:12][cH:13][cH:14]1.[CH3:21][OH:22].[Na+:20].[OH-:19]>>[CH3:1][O:2][c:3]1[cH:4][cH:5][c:6]([C:15](=[O:16])[OH:17])[cH:7][c:8]1-[c:9]1[cH:10][cH:11][cH:12][cH:13][cH:14]1.